From a dataset of the Open Reaction Database (ORD), a public repository of structured organic reaction records. describe an organic reaction: reactants, conditions, products, and yield Starting materials: N#CN (cyanamide), CC(C)([O-])C.[K+] (potassium tert.butoxide), CCCCCC (hexane), O1COC2=C1C=CC(=C2)C=C2C(N=C(S2)SC)=O (5-Benzo[1,3]dioxol-5-ylmethylene-2-methylsulfanyl-thiazol-4-one), [OH-].[K+] (KOH), [K] (potassium). Run in CCOC(=O)C (EtOAc), O (water), CN1CCCC1=O (NMP). Conditions: temperature 80 celsius, time 3 hour. Product: O1COC2=C1C=CC(=C2)C=C2C(NC(S2)=NC#N)=O (5-Benzo[1,3]dioxol-5-ylmethylene-4-oxo-thiazolidin-2-ylidene-cyanamide). The yield is 51.0%. As a reaction SMILES: [O:1]1[C:5]2[CH:6]=[CH:7][C:8]([CH:10]=[C:11]3[S:15][C:14](SC)=[N:13][C:12]3=[O:18])=[CH:9][C:4]=2[O:3][CH2:2]1.CC(C)([O-])C.[K+].CCCCCC.[N:31]#[C:32][NH2:33].[OH-].[K+].[K]>CN1C(=O)CCC1.O.CCOC(C)=O>[O:1]1[C:5]2[CH:6]=[CH:7][C:8]([CH:10]=[C:11]3[S:15][C:14](=[N:33][C:32]#[N:31])[NH:13][C:12]3=[O:18])=[CH:9][C:4]=2[O:3][CH2:2]1 |f:1.2,5.6,^1:35|. Procedure: 200 mg (0.72 mmol) of 5-Benzo[1,3]dioxol-5-ylmethylene-2-methylsulfanyl-thiazol-4-one were dissolved in NMP to which was added a solution of potassium tert.butoxide in hexane (1.1 eq.). The colour changed to orange. To this was added as a solid cyanamide (1.2 eq.). The reaction was heated at 80° C. under Ar. for 3 h HPLC indicated complete transformation. 150 ml EtOAc were added and washed with 0.1N HCl twice. The organic layer was then washed extensively with brine. The solvent was dried and ev... The reactants are COC1=CC=C(C=C1)C(=O)C(=O)C1=CC=C(C=C1)OC (4,4'-Dimethoxybenzil), [N+](=O)([O-])[O-].[NH4+] (ammonium nitrate), cupric acetate, C(C)(=O)O (acetic acid). Run in O (water). Conditions: time 1 hour. Product: COC1=CC=C(C=C1)C(=O)C(O)C1=CC=C(C=C1)OC (4,4'-Dimethoxybenzoin), COC1=CC=C(C=C1)C(=O)C(=O)C1=CC=C(C=C1)OC (4,4'-dimethoxybenzil). As a reaction SMILES: [CH3:1][O:2][C:3]1[CH:8]=[CH:7][C:6]([C:9]([C:11]([C:13]2[CH:18]=[CH:17][C:16]([O:19][CH3:20])=[CH:15][CH:14]=2)=[O:12])=[O:10])=[CH:5][CH:4]=1.[N+]([O-])([O-])=O.[NH4+].C(O)(=O)C>O>[CH3:20][O:19][C:16]1[CH:15]=[CH:14][C:13]([C:11]([CH:9]([C:6]2[CH:5]=[CH:4][C:3]([O:2][CH3:1])=[CH:8][CH:7]=2)[OH:10])=[O:12])=[CH:18][CH:17]=1.[CH3:20][O:19][C:16]1[CH:15]=[CH:14][C:13]([C:11]([C:9]([C:6]2[CH:5]=[CH:4][C:3]([O:2][CH3:1])=[CH:8][CH:7]=2)=[O:10])=[O:12])=[CH:18][CH:17]=1 |f:1.2|. Procedure details: 4,4'-Dimethoxybenzoin was prepared as described in Example 1. 4,4'-Dimethoxybenzil (50.3 g), ammonium nitrate (20.3 g), cupric acetate (0.69 g) and 150 ml 80% acetic acid were heated to 80° C. with vigorous stirring until a clear, green solution was obtained. Following 1 hour at reflux, the mixture was poured into 1 liter of water and the precipitate was collected. Recrystallization from hot methanol afforded 4,4'-dimethoxybenzil. Yield 44.2 g (88%). 1H NMR (CDCl3) δ7.97 (m, 4H, aromatic), 6.97 ...